Dataset: the Open Reaction Database (ORD), a public repository of structured organic reaction records. Task: describe an organic reaction: reactants, conditions, products, and yield Reactants: CC(C)CCNC(=O)c1ccc(N2CCNCC2)nn1, CN1CCN(C(=O)Cl)CC1. Yields the product CC(C)CCNC(=O)c1ccc(N2CCN(C(=O)N3CCN(C)CC3)CC2)nn1. RXN SMILES: [CH3:11][CH:12]([CH2:13][CH2:14][NH:15][C:16](=[O:17])[c:18]1[n:19][n:20][c:21]([N:24]2[CH2:25][CH2:26][NH:27][CH2:28][CH2:29]2)[cH:22][cH:23]1)[CH3:30].[CH3:1][N:2]1[CH2:3][CH2:4][N:5]([C:8](=[O:9])[Cl:10])[CH2:6][CH2:7]1>>[CH3:1][N:2]1[CH2:3][CH2:4][N:5]([C:8](=[O:9])[N:27]2[CH2:26][CH2:25][N:24]([c:21]3[n:20][n:19][c:18]([C:16]([NH:15][CH2:14][CH2:13][CH:12]([CH3:11])[CH3:30])=[O:17])[cH:23][cH:22]3)[CH2:29][CH2:28]2)[CH2:6][CH2:7]1. Starting materials: Clc1ccc(C2OC(COCc3ccccc3)C(OCc3ccccc3)C(OCc3ccccc3)C2OCc2ccccc2)cc1Cc1ccc(Br)s1, CCCC[Sn](CCCC)(CCCC)c1ncccn1, CN1CCCC1=O, O, Cl[Pd]Cl, c1ccc(P(c2ccccc2)c2ccccc2)cc1, c1ccc(P(c2ccccc2)c2ccccc2)cc1. Yields the product Clc1ccc(C2OC(COCc3ccccc3)C(OCc3ccccc3)C(OCc3ccccc3)C2OCc2ccccc2)cc1Cc1ccc(-c2ncccn2)s1. As a reaction SMILES: [CH2:1]([c:2]1[cH:3][cH:4][cH:5][cH:6][cH:7]1)[O:8][CH:9]1[CH:10]([c:40]2[cH:41][c:42]([CH2:47][c:48]3[s:49][c:50]([Br:53])[cH:51][cH:52]3)[c:43]([Cl:46])[cH:44][cH:45]2)[O:11][CH:12]([CH2:31][O:32][CH2:33][c:34]2[cH:35][cH:36][cH:37][cH:38][cH:39]2)[CH:13]([O:23][CH2:24][c:25]2[cH:26][cH:27][cH:28][cH:29][cH:30]2)[CH:14]1[O:15][CH2:16][c:17]1[cH:18][cH:19][cH:20][cH:21][cH:22]1.[CH2:54]([Sn:55]([CH2:56][CH2:57][CH2:58][CH3:65])([c:59]1[n:60][cH:61][cH:62][cH:63][n:64]1)[CH2:66][CH2:67][CH2:68][CH3:69])[CH2:70][CH2:71][CH3:72].[CH3:74][N:75]1[CH2:76][CH2:77][CH2:78][C:79]1=[O:80].[OH2:73].[Pd:81]([Cl:82])[Cl:83].[c:103]1([P:104]([c:105]2[cH:106][cH:107][cH:108][cH:109][cH:110]2)[c:111]2[cH:112][cH:113][cH:114][cH:115][cH:116]2)[cH:117][cH:118][cH:119][cH:120][cH:121]1.[c:84]1([P:85]([c:86]2[cH:87][cH:88][cH:89][cH:90][cH:91]2)[c:92]2[cH:93][cH:94][cH:95][cH:96][cH:97]2)[cH:98][cH:99][cH:100][cH:101][cH:102]1>>[CH2:1]([c:2]1[cH:3][cH:4][cH:5][cH:6][cH:7]1)[O:8][CH:9]1[CH:10]([c:40]2[cH:41][c:42]([CH2:47][c:48]3[s:49][c:50](-[c:59]4[n:60][cH:61][cH:62][cH:63][n:64]4)[cH:51][cH:52]3)[c:43]([Cl:46])[cH:44][cH:45]2)[O:11][CH:12]([CH2:31][O:32][CH2:33][c:34]2[cH:35][cH:36][cH:37][cH:38][cH:39]2)[CH:13]([O:23][CH2:24][c:25]2[cH:26][cH:27][cH:28][cH:29][cH:30]2)[CH:14]1[O:15][CH2:16][c:17]1[cH:18][cH:19][cH:20][cH:21][cH:22]1. Starting materials: [Si](C)(C)(C(C)(C)C)OC(C(C)=O)C (3-tert-butyldimethylsilyloxybutan-2-one), N1C=NC=C1 (imidazole), C(C1=CC=CC=C1)OC=1C=C(C=C(C1)F)[Mg]Br (3-benzyloxy-5-fluorophenylmagnesium bromide), BrC=1C=C(C=C(C1)F)OCC1=CC=CC=C1 (benzyl 3-bromo-5-fluorophenyl ether), [Mg] (magnesium), OC(C(C)=O)C (3-hydroxybutan-2-one), [Si](C)(C)(C(C)(C)C)Cl (tert-butyldimethylsilyl chloride). Solvent: O1CCCC1 (tetrahydrofuran), O1CCCC1 (tetrahydrofuran), C(C)OCC (diethyl ether), O1CCCC1 (tetrahydrofuran). Conditions: time 2.5 hour. Product: [Si](C)(C)(C(C)(C)C)OCC(CC)O (tert-butyldimethylsilyloxybutan-2-ol). The yield is 41.0%. Reaction SMILES: [Si:1]([O:8][CH:9](C)[C:10](=[O:12])[CH3:11])([C:4]([CH3:7])([CH3:6])[CH3:5])([CH3:3])[CH3:2].O[CH:15](C)C(=O)C.[Si](Cl)(C(C)(C)C)(C)C.N1C=CN=C1.C(OC1C=C([Mg]Br)C=C(F)C=1)C1C=CC=CC=1.BrC1C=C(OCC2C=CC=CC=2)C=C(F)C=1.[Mg]>C(OCC)C.O1CCCC1>[Si:1]([O:8][CH2:9][CH:10]([OH:12])[CH2:11][CH3:15])([C:4]([CH3:5])([CH3:6])[CH3:7])([CH3:2])[CH3:3]. Procedure: A solution of 3-tert-butyldimethylsilyloxybutan-2-one (5.56 g; prepared by reacting 3-hydroxybutan-2-one with tert-butyldimethylsilyl chloride in diethyl ether and using imidazole as a suitable base) in tetrahydrofuran (5 ml) was added to a solution of 3-benzyloxy-5-fluorophenylmagnesium bromide [prepared by heating a mixture of benzyl 3-bromo-5-fluorophenyl ether (6.7 g), magnesium powder (0.58 g) and tetrahydrofuran (50 ml) to 40° C. for 1 hour] in tetrahydrofuran (50 ml) and the mixture was s... Reactants: [Br-], [Br-], [Br-], C1CCOC1, COc1cc(C(C)=O)cc(S(F)(F)(F)(F)F)c1, CO, COC(OC)OC, C[N+](C)(C)c1ccccc1, C[N+](C)(C)c1ccccc1, C[N+](C)(C)c1ccccc1. The product is COc1cc(C(=O)CBr)cc(S(F)(F)(F)(F)F)c1. As a reaction SMILES: [Br-:30].[Br-:31].[Br-:32].[CH2:25]1[O:26][CH2:27][CH2:28][CH2:29]1.[CH3:1][O:2][c:3]1[cH:4][c:5]([C:15]([CH3:16])=[O:17])[cH:6][c:7]([S:9]([F:10])([F:11])([F:12])([F:13])[F:14])[cH:8]1.[CH3:63][OH:64].[CH:18]([O:19][CH3:20])([O:21][CH3:22])[O:23][CH3:24].[c:33]1([N+:34]([CH3:35])([CH3:36])[CH3:37])[cH:38][cH:39][cH:40][cH:41][cH:42]1.[c:43]1([N+:44]([CH3:45])([CH3:46])[CH3:47])[cH:48][cH:49][cH:50][cH:51][cH:52]1.[c:53]1([N+:54]([CH3:55])([CH3:56])[CH3:57])[cH:58][cH:59][cH:60][cH:61][cH:62]1>>[CH3:1][O:2][c:3]1[cH:4][c:5]([C:15]([CH2:16][Br:30])=[O:17])[cH:6][c:7]([S:9]([F:10])([F:11])([F:12])([F:13])[F:14])[cH:8]1. Reactants: COc1ccc(CNc2ncnc3c2CN(Cc2ccccc2)CC3)cn1, CO. Product: COc1ccc(CNc2ncnc3c2CNCC3)cn1. RXN SMILES: [CH2:1]([c:2]1[cH:3][cH:4][cH:5][cH:6][cH:7]1)[N:8]1[CH2:9][c:10]2[c:11]([n:12][cH:13][n:14][c:15]2[NH:16][CH2:17][c:18]2[cH:19][n:20][c:21]([O:24][CH3:25])[cH:22][cH:23]2)[CH2:26][CH2:27]1.[CH3:28][OH:29]>>[NH:8]1[CH2:9][c:10]2[c:11]([n:12][cH:13][n:14][c:15]2[NH:16][CH2:17][c:18]2[cH:19][n:20][c:21]([O:24][CH3:25])[cH:22][cH:23]2)[CH2:26][CH2:27]1.